Dataset: the Open Reaction Database (ORD), a public repository of structured organic reaction records. Task: describe an organic reaction: reactants, conditions, products, and yield Reagents/catalysts: [Cu]Cl (copper(I) chloride). Reactants: solution, C(C)[Mg]Br (ethyl magnesium bromide), C#CCCCCCCCCC (1-undecyne), ClCC#CCCl (1,4-dichloro-2-butyne), [NH4+].[Cl-] (NH4Cl). Reaction SMILES: C([Mg]Br)C.[CH:5]#[C:6][CH2:7][CH2:8][CH2:9][CH2:10][CH2:11][CH2:12][CH2:13][CH2:14][CH3:15].[Cl:16][CH2:17][C:18]#[C:19][CH2:20]Cl.[NH4+].[Cl-]>C1COCC1.[Cu]Cl>[Cl:16][CH2:17][C:18]#[C:19][CH2:20][C:5]#[C:6][CH2:7][CH2:8][CH2:9][CH2:10][CH2:11][CH2:12][CH2:13][CH2:14][CH3:15] |f:3.4|. Isolated yield 37.8%. The product is ClCC#CCC#CCCCCCCCCC (1-chloro-2,5-pentadecadiyne). Reported procedure: 34.5 ml of a 1M solution of ethyl magnesium bromide in THF were added dropwise, at room temperature, to a solution of 5 grams of 1-undecyne in 15 ml of anhydrous THF, under an inert atmosphere with the addition complete, the mixture was maintained under stirring for 30 min at room temperature and then heated under reflux for 1 h 30 min. The mixture was cooled to room temperature and then 260 mg of copper(I) chloride were added and the mixture was again heated under reflux for 1 hour. The mixture... Run at time 30 minute. Solvent: C1CCOC1 (THF), C1CCOC1 (THF). Starting materials: Cc1ccc(S(=O)(=O)OCC2(C)Cc3cc(Cl)cc(-c4ccccc4)c3O2)cc1, Cl, [N-]=[N+]=[N-], [N-]=[N+]=[N-], CC1(CN=[N+]=[N-])Cc2cc(Cl)cc(-c3ccccc3)c2O1, [Na+]. Yields the product CC1(CN)Cc2cc(Cl)cc(-c3ccccc3)c2O1. Reaction SMILES: [CH3:1][c:2]1[cH:3][cH:4][c:5]([S:6]([O:7][CH2:8][C:9]2([CH3:10])[CH2:11][c:12]3[cH:13][c:14]([Cl:15])[cH:16][c:17](-[c:18]4[cH:19][cH:20][cH:21][cH:22][cH:23]4)[c:24]3[O:25]2)(=[O:26])=[O:27])[cH:28][cH:29]1.[ClH:58].[N-:31]=[N+:32]=[N-:33].[N-:55]=[N+:56]=[N-:57].[N:34](=[N+:35]=[N-:36])[CH2:37][C:38]1([CH3:54])[O:39][c:40]2[c:41]([cH:43][c:44]([Cl:53])[cH:45][c:46]2-[c:47]2[cH:48][cH:49][cH:50][cH:51][cH:52]2)[CH2:42]1.[Na+:30]>>[NH2:34][CH2:37][C:38]1([CH3:54])[O:39][c:40]2[c:41]([cH:43][c:44]([Cl:53])[cH:45][c:46]2-[c:47]2[cH:48][cH:49][cH:50][cH:51][cH:52]2)[CH2:42]1. Reactants: C1CCCCC1 (cyclohexane), [BH4-].[Na+] (sodium borohydride), N1=C(C=CC=C1)N1N=C(C=2C(CC(CC12)(C)C)=O)C (1-(2-pyridyl)-3,6,6-trimethyl-4-oxo-4,5,6,7-tetrahydroindazole), [BH4-].[Na+] (sodium borohydride). Solvent: C(C)O (ethanol). Reaction conditions: time 20 hour. Yields the product OC1C=2C(=NN(C2CC(C1)(C)C)C1=NC=CC=C1)C (4-Hydroxy-1-(2-pyridyl)-3,6,6-trimethyl-4,5,6,7-tetrahydroindazole). Isolated yield 65.9%. Reaction SMILES: [BH4-].[Na+].[N:3]1[CH:8]=[CH:7][CH:6]=[CH:5][C:4]=1[N:9]1[C:17]2[CH2:16][C:15]([CH3:19])([CH3:18])[CH2:14][C:13](=[O:20])[C:12]=2[C:11]([CH3:21])=[N:10]1.C1CCCCC1>C(O)C>[OH:20][CH:13]1[CH2:14][C:15]([CH3:19])([CH3:18])[CH2:16][C:17]2[N:9]([C:4]3[CH:5]=[CH:6][CH:7]=[CH:8][N:3]=3)[N:10]=[C:11]([CH3:21])[C:12]1=2 |f:0.1|. Procedure details: 0.09 g (2.36 mol) of sodium borohydride were added portionwise to the solution of 1-(2-pyridyl)-3,6,6-trimethyl-4-oxo-4,5,6,7-tetrahydroindazole (0.3 g, 1.18 mmol), prepared as described in example 3, in ethanol (15 ml) maintained under inert atmosphere and under magnetic stirring at room temperature. After about 20 hours, additional sodium borohydride (0.09 g) was added and the reaction mixture was heated at about 50° C. for about 8 hours. The solvent was evaporated and the residue was diluted ... The reactants are BrN1C(CCC1=O)=O (N-bromosuccinimide), N1C=NC(=C1C(=O)OCC)C(=O)OCC (diethyl imidazole-4,5-dicarboxylate). Run in C(C)#N (acetonitrile). Reaction conditions: time 24 hour. The product is BrC=1NC(=C(N1)C(=O)OCC)C(=O)OCC (diethyl 2-bromo-1H-imidazole-4,5-dicarboxylate). As a reaction SMILES: [Br:1]N1C(=O)CCC1=O.[NH:9]1[C:13]([C:14]([O:16][CH2:17][CH3:18])=[O:15])=[C:12]([C:19]([O:21][CH2:22][CH3:23])=[O:20])[N:11]=[CH:10]1>C(#N)C>[Br:1][C:10]1[NH:9][C:13]([C:14]([O:16][CH2:17][CH3:18])=[O:15])=[C:12]([C:19]([O:21][CH2:22][CH3:23])=[O:20])[N:11]=1. Reported procedure: Under an argon atmosphere 3.30 g (18.54 mmol) N-bromosuccinimide were added to a solution of 2.60 g (12.25 mmol) diethyl imidazole-4,5-dicarboxylate in 30 ml acetonitrile. The solution was stirred for 24 hours in the dark at ambient temperature and then evaporated down. The residue was taken up in 150 ml of ethyl acetate and washed twice each with saturated aqueous sodium chloride solution and saturated aqueous sodium thiosulphate and once with saturated aqueous sodium chloride solution. The org... Reactants: Cl (hydrochloric acid), C(C)(C)(C)OC(=O)C=1N=C(N2C1CN(CC2)C(C[C@@H](CC2=C(C=C(C(=C2)F)F)F)NC(=O)OC(C)(C)C)=O)C(F)(F)F ((R)-7-[3-tert-butoxycarbonylamino-4-(2,4,5-trifluoro-phenyl)-butyryl]-3-trifluoromethyl-5,6,7,8-tetrahydro-imidazo[1,5-a]pyrazine-1-carboxylic acid tert-butyl ester). The solvent is C(C)(=O)OCC (ethyl acetate), C(C)(=O)OCC (ethyl acetate). Run at time 3 hour. Product: Cl.C(C)(C)(C)OC(=O)C=1N=C(N2C1CN(CC2)C(C[C@@H](CC2=C(C=C(C(=C2)F)F)F)N)=O)C(F)(F)F ((R)-7-[3-amino-4-(2,4,5-trifluoro-phenyl)-butyryl]-3-trifluoromethyl-5,6,7,8-tetrahydro-imidazo[1,5-a]pyrazine-1-carboxylic acid tert-butyl ester hydrochloride). Isolated yield 100.0%. RXN SMILES: [C:1]([O:5][C:6]([C:8]1[N:9]=[C:10]([C:39]([F:42])([F:41])[F:40])[N:11]2[CH2:16][CH2:15][N:14]([C:17](=[O:38])[CH2:18][C@H:19]([NH:30]C(OC(C)(C)C)=O)[CH2:20][C:21]3[CH:26]=[C:25]([F:27])[C:24]([F:28])=[CH:23][C:22]=3[F:29])[CH2:13][C:12]=12)=[O:7])([CH3:4])([CH3:3])[CH3:2].[ClH:43]>C(OCC)(=O)C>[ClH:43].[C:1]([O:5][C:6]([C:8]1[N:9]=[C:10]([C:39]([F:40])([F:41])[F:42])[N:11]2[CH2:16][CH2:15][N:14]([C:17](=[O:38])[CH2:18][C@H:19]([NH2:30])[CH2:20][C:21]3[CH:26]=[C:25]([F:27])[C:24]([F:28])=[CH:23][C:22]=3[F:29])[CH2:13][C:12]=12)=[O:7])([CH3:4])([CH3:2])[CH3:3] |f:3.4|. Procedure details: (R)-7-[3-tert-butoxycarbonylamino-4-(2,4,5-trifluoro-phenyl)-butyryl]-3-trifluoromethyl-5,6,7,8-tetrahydro-imidazo[1,5-a]pyrazine-1-carboxylic acid tert-butyl ester 36a (0.094 g, 0.15 mmol) and 10 mL of ethyl acetate were added into the reaction flask. A solution of 5.5 N hydrochloric acid in 3 mL of ethyl acetate was added to the reaction flask in a ice-water bath. Upon completion of the addition, the ice-water bath was removed. The reaction mixture was stirred at room temperature for 3 hours a... Run in O1CCCC1 (tetrahydrofuran), CCCCCC (n-hexane). RXN SMILES: [F:1][C:2]1[C:7]([F:8])=[C:6]([F:9])[C:5]([NH:10][C:11](=[O:16])[C:12]([CH3:15])([CH3:14])[CH3:13])=[CH:4][C:3]=1[O:17][CH:18]1[CH2:23][CH2:22][CH2:21][CH2:20][O:19]1.C([Li])CCC.[CH:29](=[O:31])[CH3:30].O>O1CCCC1.CCCCCC>[F:1][C:2]1[C:7]([F:8])=[C:6]([F:9])[C:5]([NH:10][C:11](=[O:16])[C:12]([CH3:15])([CH3:14])[CH3:13])=[C:4]([CH:29]([OH:31])[CH3:30])[C:3]=1[O:17][CH:18]1[CH2:23][CH2:22][CH2:21][CH2:20][O:19]1. Conditions: temperature -35 celsius, time 20 minute. Starting materials: FC1=C(C=C(C(=C1F)F)NC(C(C)(C)C)=O)OC1OCCCC1 (2,3,4-trifluoro-5-pivaloylamino-O-tetrahydropyranylphenol), C(C)=O (acetaldehyde), solution, C(CCC)[Li] (n-butyl lithium), O (Water). Yield: 60.0%. Reported procedure: 3.60 g (10.9 mmol) of the above 2,3,4-trifluoro-5-pivaloylamino-O-tetrahydropyranylphenol was dissolved in 50 mL of tetrahydrofuran, 14 mL of a 1.6 M solution of n-butyl lithium in n-hexane was added dropwise to the solution at an internal temperature of -60° C. or below, the mixture was warmed to -35° C. and cooled again to -60° C. or below. About 2 mL of acetaldehyde was added thereto in a gaseous condition and the mixture was stirred for 20 minutes. Water was added to the reaction solution, t... The product is mixture, FC1=C(C(=C(C(=C1F)F)NC(C(C)(C)C)=O)C(C)O)OC1OCCCC1 (2,3,4-trifluoro-6-(1-hydroxyethyl)-5-pivaloylamino-O-tetrahydropyranylphenol). Reactants: N[C@H]1[C@H](CN(C1)C=1C=NC(=C(C1)Cl)Cl)CO ((3S,4S)-[4-Amino-1-(5,6-dichloro-pyridin-3-yl)-pyrrolidin-3-yl]-methanol), S(=O)(Cl)Cl (thionyl chloride), O (water). Run in COCCOC (1,2-dimethoxyethane), COCCOC (1,2-dimethoxyethane). Reaction conditions: temperature 50 celsius, time 3 hour. The product is ClC=1C=C(C=NC1Cl)N1C[C@@H]2CN[C@@H]2C1 ((1S,5S)-3-(5,6-Dichloropyridin-3-yl)-3,6-diaza-bicyclo[3.2.0]heptane). As a reaction SMILES: [NH2:1][C@@H:2]1[CH2:6][N:5]([C:7]2[CH:8]=[N:9][C:10]([Cl:14])=[C:11]([Cl:13])[CH:12]=2)[CH2:4][C@@H:3]1[CH2:15]O.S(Cl)(Cl)=O.O>COCCOC>[Cl:13][C:11]1[CH:12]=[C:7]([N:5]2[CH2:6][C@@H:2]3[C@@H:3]([CH2:15][NH:1]3)[CH2:4]2)[CH:8]=[N:9][C:10]=1[Cl:14]. Procedure: (3S,4S)-[4-Amino-1-(5,6-dichloro-pyridin-3-yl)-pyrrolidin-3-yl]-methanol (10 g) was suspended in 1,2-dimethoxyethane (100 mL) and N-methylpyyrolidinone (15 mL). The mixture was heated to 50° C. and then a solution of thionyl chloride (7.9 g) in 1,2-dimethoxyethane (35 mL) was slowly added, while maintaining the temperature below 60° C. The reaction mixture was stirred at 50° C. for about 3 hours and then cooled to room temperature. After adding water (100 mL), the 1,1-dimethoxyethane was removed... Starting materials: NC=1NCCC1 (2-amino-pyrroline), C(C)O (ethanol), C(C)C(C)(OC=C(C(=O)[O-])C(=O)[O-])CC (diethyl-ethoxy-methylene-malonate), C(C)O (ethanol). Conditions: temperature -10 celsius, time 24 hour. The product is O=C1N=C2N(C=C1C(=O)OCC)CCC2 (ethyl 2-oxo-2,6,7,8-tetrahydro-pyrrolo[1,2-a]pyrimidine-3-carboxylate). The yield is 17.0%. As a reaction SMILES: [NH2:1][C:2]1[NH:3][CH2:4][CH2:5][CH:6]=1.[CH2:7]([C:9](CC)([O:11][CH:12]=[C:13]([C:17]([O-:19])=O)[C:14]([O-])=O)C)C.C([OH:24])C>>[O:19]=[C:17]1[C:13]([C:12]([O:11][CH2:9][CH3:7])=[O:24])=[CH:14][N:3]2[CH2:4][CH2:5][CH2:6][C:2]2=[N:1]1. Procedure: 50.5 g of 2-amino-pyrroline are dissolved in 600 ml. of ethanol and the solution is cooled to -10° C., and added dropwise under stirring at -10° C. to a solution of 127.8 g. of diethyl-ethoxy-methylene-malonate in 200 ml. of ethanol within 3 hours. The reaction mixture is then stirred for a further 1 hour at 0° C. and allowed to stand for 24 hours. The ethanol is distilled off at reduced pressure and the residual yellow oil, containing a mixture of ethyl-4-oxo-4,6,7,8-tetrahydro-pyrrolo[1,2-a]py... Reactants: BrCC=1C(C)=C(C)C(C)=CC1 (bromoprehnitene), SC1=[N+](C=CC=C1)[O-] (2-mercaptopyridine N-oxide), [Na] (sodium). The product is CC1=C(C(=CC=C1C)C)CSC1=[N+](C=CC=C1)[O-] (2-(2,3,6-trimethylphenylmethylthio)pyridine N-oxide). Isolated yield 50.0%. As a reaction SMILES: Br[CH2:2][C:3]1[C:4](=[C:6]([C:8](=[CH:10][CH:11]=1)[CH3:9])[CH3:7])[CH3:5].[SH:12][C:13]1[CH:18]=[CH:17][CH:16]=[CH:15][N+:14]=1[O-:19].[Na]>>[CH3:5][C:4]1[C:3]([CH3:2])=[CH:11][CH:10]=[C:8]([CH3:9])[C:6]=1[CH2:7][S:12][C:13]1[CH:18]=[CH:17][CH:16]=[CH:15][N+:14]=1[O-:19] |^1:19|. Procedure details: The intermediate 2-(2,3,6-trimethylphenylmethylthio)pyridine N-oxide is prepared from α2 -bromoprehnitene with 2-mercaptopyridine N-oxide, sodium salt by the procedure described in Example 2. Yield 50% theory. Melting point 108° - 110° C. Structure confirmed by IR and NMR.